From a dataset of the Open Reaction Database (ORD), a public repository of structured organic reaction records. describe an organic reaction: reactants, conditions, products, and yield The reactants are CS(=O)(=O)C1=CC=C(C=N1)OC=1C=C2C=C(NC2=C(C1)OC1CCOCC1)C=1SC(CN1)CC(=O)O ({2-[5-{[6-(methylsulfonyl)pyridin-3-yl]oxy}-7-(tetrahydro-2H-pyran-4-yloxy)-1H-indol-2-yl]-4,5-dihydro-1,3-thiazol-5-yl}acetic acid), O.ON1N=NC2=C1C=CC=C2 (1-hydroxybenzotriazole monohydrate), Cl.C(C)N=C=NCCCN(C)C (1-ethyl-3-(3-dimethylaminopropyl)carbodiimide hydrochloride), N1CCS(CC1)(=O)=O (thiomorpholine-1,1-dioxide). Run in CCCCCC (hexane), O (Water), C(C)(=O)OCC (ethyl acetate), CN(C=O)C (N,N-dimethylformamide). Run at time 15 hour. Product: O=S1(CCN(CC1)C(CC1CN=C(S1)C=1NC2=C(C=C(C=C2C1)OC=1C=NC(=CC1)S(=O)(=O)C)OC1CCOCC1)=O)=O (2-{5-[2-(1,1-Dioxidothiomorpholin-4-yl)-2-oxoethyl]-4,5-dihydro-1,3-thiazol-2-yl}-5-{[6-(methylsulfonyl)pyridin-3-yl]oxy}-7-(tetrahydro-2H-pyran-4-yloxy)-1H-indole). Yield: 74.3%. RXN SMILES: [CH3:1][S:2]([C:5]1[N:10]=[CH:9][C:8]([O:11][C:12]2[CH:13]=[C:14]3[C:18](=[C:19]([O:21][CH:22]4[CH2:27][CH2:26][O:25][CH2:24][CH2:23]4)[CH:20]=2)[NH:17][C:16]([C:28]2[S:29][CH:30]([CH2:33][C:34]([OH:36])=O)[CH2:31][N:32]=2)=[CH:15]3)=[CH:7][CH:6]=1)(=[O:4])=[O:3].O.ON1C2C=CC=CC=2N=N1.Cl.C(N=C=NCCCN(C)C)C.[NH:60]1[CH2:65][CH2:64][S:63](=[O:67])(=[O:66])[CH2:62][CH2:61]1>CN(C)C=O.CCCCCC.C(OCC)(=O)C.O>[O:66]=[S:63]1(=[O:67])[CH2:64][CH2:65][N:60]([C:34](=[O:36])[CH2:33][CH:30]2[S:29][C:28]([C:16]3[NH:17][C:18]4[C:14]([CH:15]=3)=[CH:13][C:12]([O:11][C:8]3[CH:9]=[N:10][C:5]([S:2]([CH3:1])(=[O:3])=[O:4])=[CH:6][CH:7]=3)=[CH:20][C:19]=4[O:21][CH:22]3[CH2:27][CH2:26][O:25][CH2:24][CH2:23]3)=[N:32][CH2:31]2)[CH2:61][CH2:62]1 |f:1.2,3.4|. Reported procedure: To a solution of {2-[5-{[6-(methylsulfonyl)pyridin-3-yl]oxy}-7-(tetrahydro-2H-pyran-4-yloxy)-1H-indol-2-yl]-4,5-dihydro-1,3-thiazol-5-yl}acetic acid (150 mg) in N,N-dimethylformamide (5 mL) were added 1-hydroxybenzotriazole monohydrate (65 mg), 1-ethyl-3-(3-dimethylaminopropyl)carbodiimide hydrochloride (81 mg), and thiomorpholine-1,1-dioxide (76 mg), and the mixture was stirred at room temperature for 15 hr. Water was added to the reaction mixture, and the mixture was extracted with ethyl aceta... Starting materials: N#Cc1c(I)c(CO)c(I)c(C(=O)O)c1I, [Na+], [OH-], O. Yields the product NC(=O)c1c(I)c(CO)c(I)c(C(=O)O)c1I. RXN SMILES: [C:1](#[N:2])[c:3]1[c:4]([I:16])[c:5]([CH2:14][OH:15])[c:6]([I:13])[c:7]([C:8](=[O:9])[OH:10])[c:11]1[I:12].[Na+:18].[OH-:17].[OH2:19]>>[C:1]([NH2:2])([c:3]1[c:4]([I:16])[c:5]([CH2:14][OH:15])[c:6]([I:13])[c:7]([C:8](=[O:9])[OH:10])[c:11]1[I:12])=[O:17]. Reactants: NC1=C(C(=O)NC2=CC=C(C=C2)C(C)CC)C=CC=C1 (2-amino-N-(4-sec-butylphenyl)benzamide), N1=CN=CC(=C1)C=O (pyrimidine-5-carbaldehyde), OS(=O)[O-].[Na+] (NaHSO3), CC=1C=CC(=CC1)S(=O)(=O)O (p-TsOH). Run in CC(=O)N(C)C (DMA), C(C)(=O)OCC (ethyl acetate). Reaction conditions: temperature 150 celsius. The product is C(C)(CC)C1=CC=C(C=C1)N1C(=NC2=CC=CC=C2C1=O)C=1C=NC=NC1 (3-(4-sec-butylphenyl)-2-(pyrimidin-5-yl)quinazolin-4(3H)-one). The yield is 38.7%. Reaction SMILES: [NH2:1][C:2]1[CH:20]=[CH:19][CH:18]=[CH:17][C:3]=1[C:4]([NH:6][C:7]1[CH:12]=[CH:11][C:10]([CH:13]([CH2:15][CH3:16])[CH3:14])=[CH:9][CH:8]=1)=[O:5].[N:21]1[CH:26]=[C:25]([CH:27]=O)[CH:24]=[N:23][CH:22]=1.OS([O-])=O.[Na+].CC1C=CC(S(O)(=O)=O)=CC=1>CC(N(C)C)=O.C(OCC)(=O)C>[CH:13]([C:10]1[CH:11]=[CH:12][C:7]([N:6]2[C:4](=[O:5])[C:3]3[C:2](=[CH:20][CH:19]=[CH:18][CH:17]=3)[N:1]=[C:27]2[C:25]2[CH:26]=[N:21][CH:22]=[N:23][CH:24]=2)=[CH:8][CH:9]=1)([CH2:15][CH3:16])[CH3:14] |f:2.3|. Reported procedure: 2-amino-N-(4-sec-butylphenyl)benzamide (0.544 g, 2.03 mmol) and pyrimidine-5-carbaldehyde (0.241 g, 2.23 mmol), NaHSO3 (0.253 g, 2.44 mmol) and p-TsOH (0.039 g, 0.20 mmol) were dissolved in DMA (20 mL) and heated at 150° C. for 18 hours. The mixture was cooled to room temperature, diluted with ethyl acetate (100 mL), washed with water (2×200 mL), dried (Na2SO4), filtered, and concentrated. Flash chromatograph on silica gel, eluting with 20% ethyl acetate/heptane to 70% ethyl acetate/heptane, aff... Starting materials: CC(=O)OCCCCCCCCCCCCCCCCCOC1CCCCO1, CCO, CCOC(C)=O, Cc1ccc(S(=O)(=O)[O-])cc1, c1cc[nH+]cc1. The product is CC(=O)OCCCCCCCCCCCCCCCCCO. As a reaction SMILES: [C:1]([CH3:2])(=[O:3])[O:4][CH2:5][CH2:6][CH2:7][CH2:8][CH2:9][CH2:10][CH2:11][CH2:12][CH2:13][CH2:14][CH2:15][CH2:16][CH2:17][CH2:18][CH2:19][CH2:20][CH2:21][O:22][CH:23]1[CH2:24][CH2:25][CH2:26][CH2:27][O:28]1.[CH3:46][CH2:47][OH:48].[CH3:49][CH2:50][O:51][C:52]([CH3:53])=[O:54].[c:29]1([CH3:30])[cH:31][cH:32][c:33]([S:34]([O-:35])(=[O:36])=[O:37])[cH:38][cH:39]1.[nH+:40]1[cH:41][cH:42][cH:43][cH:44][cH:45]1>>[C:1]([CH3:2])(=[O:3])[O:4][CH2:5][CH2:6][CH2:7][CH2:8][CH2:9][CH2:10][CH2:11][CH2:12][CH2:13][CH2:14][CH2:15][CH2:16][CH2:17][CH2:18][CH2:19][CH2:20][CH2:21][OH:22]. The reactants are N1(CCCC1)[C@@H]1[C@@H](CCCC1)NC1=C(C(=O)O)C=CC(=C1)C(F)(F)F (2-{[(1R,2S)-2-Pyrrolidin-1-ylcyclohexyl]amino}-4-(trifluoromethyl)benzoic acid), N1=CC=CC2=CC=C(C=C12)N (quinolin-7-amine), Cl (hydrochloride), C(C)N=C=NCCCN(C)C (1-ethyl-3-[3-(N,N-dimethylamino)propyl]carbodiimide), ON1N=NC2=C1C=CC=C2 (1-hydroxybenzotriazole), C([O-])([O-])=O.[K+].[K+] (potassium carbonate). The solvent is CN1C(CCC1)=O (N-methylpyrrolidone). Product: Cl.Cl.N1(CCCC1)[C@@H]1[C@@H](CCCC1)NC1=C(C(=O)NC2=CC=C3C=CC=NC3=C2)C=CC(=C1)C(F)(F)F (2-{[(1R,2S)-2-pyrrolidin-1-ylcyclohexyl]amino}-N-quinolin-7-yl-4-(trifluoromethyl)benzamide dihydrochloride). RXN SMILES: [N:1]1([C@H:6]2[CH2:11][CH2:10][CH2:9][CH2:8][C@H:7]2[NH:12][C:13]2[CH:21]=[C:20]([C:22]([F:25])([F:24])[F:23])[CH:19]=[CH:18][C:14]=2[C:15](O)=[O:16])[CH2:5][CH2:4][CH2:3][CH2:2]1.[N:26]1[C:35]2[C:30](=[CH:31][CH:32]=[C:33]([NH2:36])[CH:34]=2)[CH:29]=[CH:28][CH:27]=1.[ClH:37].C(N=C=NCCCN(C)C)C.ON1C2C=CC=CC=2N=N1.C(=O)([O-])[O-].[K+].[K+]>CN1CCCC1=O>[ClH:37].[ClH:37].[N:1]1([C@H:6]2[CH2:11][CH2:10][CH2:9][CH2:8][C@H:7]2[NH:12][C:13]2[CH:21]=[C:20]([C:22]([F:24])([F:25])[F:23])[CH:19]=[CH:18][C:14]=2[C:15]([NH:36][C:33]2[CH:34]=[C:35]3[C:30]([CH:29]=[CH:28][CH:27]=[N:26]3)=[CH:31][CH:32]=2)=[O:16])[CH2:2][CH2:3][CH2:4][CH2:5]1 |f:5.6.7,9.10.11|. Reported procedure: 2-{[(1R,2S)-2-Pyrrolidin-1-ylcyclohexyl]amino}-4-(trifluoromethyl)benzoic acid (150 mg), quinolin-7-amine (67 mg), hydrochloride of 1-ethyl-3-[3-(N,N-dimethylamino)propyl]carbodiimide (121 mg) and 1-hydroxybenzotriazole (57 mg) were stirred at 110° C. for 15 minutes in N-methylpyrrolidone under microwave irradiation. A potassium carbonate aqueous solution was added to the reaction liquid, followed by extraction with ethyl acetate. The organic layer was concentrated under a reduced pressure, and ... The reactants are C[Si](C)(C)C#C (Trimethylsilylacetylene), C(C)OC(=O)C=1N(C(=CN1)Br)C (5-bromo-1-methyl-1H-imidazole-2-carboxylic acid ethyl ester). The reagents and catalysts are [Cu]I (CuI), C=1C=CC(=CC1)[P](C=2C=CC=CC2)(C=3C=CC=CC3)[Pd]([P](C=4C=CC=CC4)(C=5C=CC=CC5)C=6C=CC=CC6)([P](C=7C=CC=CC7)(C=8C=CC=CC8)C=9C=CC=CC9)[P](C=1C=CC=CC1)(C=1C=CC=CC1)C=1C=CC=CC1 (Pd(PPh3)4). Run in CCN(CC)CC (Et3N), C1CCOC1 (THF). Conditions: temperature 70 celsius, time 12 hour. Yields the product C(C)OC(=O)C=1N(C(=CN1)C#C[Si](C)(C)C)C (1-methyl-5-trimethylsilanylethynyl-1H-imidazole-2-carboxylic acid ethyl ester). Isolated yield 24.1%. RXN SMILES: [CH2:1]([O:3][C:4]([C:6]1[N:7]([CH3:12])[C:8](Br)=[CH:9][N:10]=1)=[O:5])[CH3:2].[CH3:13][Si:14]([C:17]#[CH:18])([CH3:16])[CH3:15]>CCN(CC)CC.C1COCC1.[Cu]I.C1C=CC([P]([Pd]([P](C2C=CC=CC=2)(C2C=CC=CC=2)C2C=CC=CC=2)([P](C2C=CC=CC=2)(C2C=CC=CC=2)C2C=CC=CC=2)[P](C2C=CC=CC=2)(C2C=CC=CC=2)C2C=CC=CC=2)(C2C=CC=CC=2)C2C=CC=CC=2)=CC=1>[CH2:1]([O:3][C:4]([C:6]1[N:7]([CH3:12])[C:8]([C:18]#[C:17][Si:14]([CH3:16])([CH3:15])[CH3:13])=[CH:9][N:10]=1)=[O:5])[CH3:2] |^1:36,38,57,76|. Procedure details: To a solution of 800 mg (3.43 mmol) of 5-bromo-1-methyl-1H-imidazole-2-carboxylic acid ethyl ester in Et3N (10 mL) and THF (10 mL) was added 33 mg (0.17 mmol) of CuI and 120 mg (0.10 mmol) of Pd(PPh3)4 . Trimethylsilylacetylene (0.48 mL, 3.4 mmol) was then added and the reaction was heated at 70° C. under N2. After 12 h, the mixture was cooled and filtered though a pad of celite, and then concentrated and chromatographed (0–50% EtOAc in hexanes) to give 1-methyl-5-trimethylsilanylethynyl-1H-imid...